Task: describe an organic reaction: reactants, conditions, products, and yield. Dataset: the Open Reaction Database (ORD), a public repository of structured organic reaction records Reactants: FC=1C=C(C=CC1C#N)N1C[C@H](N(C[C@@H]1C)C(=O)OC(C)(C)C)C (tert-butyl (2R,5S)-4-(3-fluoro-4-cyanophenyl)-2,5-dimethylpiperazine-1-carboxylate), CC(C)([O-])C.[K+] (potassium tert-butoxide), [Cl-].[NH4+] (ammonium chloride). The solvent is C1CCOC1 (THF). The product is C(C)(C)(C)OC=1C=C(C=CC1C#N)N1C[C@H](N(C[C@@H]1C)C(=O)OC(C)(C)C)C (tert-Butyl (2R,5S)-4-(3-tert-butoxy-4-cyanophenyl)-2,5-dimethylpiperazine-1-carboxylate). Yield: 30.6%. Reaction SMILES: F[C:2]1[CH:3]=[C:4]([N:10]2[C@@H:15]([CH3:16])[CH2:14][N:13]([C:17]([O:19][C:20]([CH3:23])([CH3:22])[CH3:21])=[O:18])[C@H:12]([CH3:24])[CH2:11]2)[CH:5]=[CH:6][C:7]=1[C:8]#[N:9].[CH3:25][C:26]([CH3:29])([O-:28])[CH3:27].[K+].[Cl-].[NH4+]>C1COCC1>[C:26]([O:28][C:2]1[CH:3]=[C:4]([N:10]2[C@@H:15]([CH3:16])[CH2:14][N:13]([C:17]([O:19][C:20]([CH3:23])([CH3:22])[CH3:21])=[O:18])[C@H:12]([CH3:24])[CH2:11]2)[CH:5]=[CH:6][C:7]=1[C:8]#[N:9])([CH3:29])([CH3:27])[CH3:25] |f:1.2,3.4|. Procedure details: Into 20 ml of THF was dissolved 3.12 g of tert-butyl (2R,5S)-4-(3-fluoro-4-cyanophenyl)-2,5-dimethylpiperazine-1-carboxylate, and then 1.40 g of potassium tert-butoxide was added thereto, followed by heating under refluxing overnight. A saturated ammonium chloride aqueous solution was added to the reaction solution, followed by extraction with chloroform. After the organic layer was dried over anhydrous sodium sulfate, the solvent was removed by evaporation to obtain 1.11 g of the title compound...